The task is: describe an organic reaction: reactants, conditions, products, and yield. This data is from the Open Reaction Database (ORD), a public repository of structured organic reaction records. The product is COC(=O)NC(C(=O)N1CC2(CC2)CC1c1ncc(-c2ccc(-c3ccc4cc(-c5cnc(C6CC7(CC7)CN6C(=O)C(NC(=O)OC)C(C)C)[nH]5)ccc4c3)cc2)[nH]1)C(C)C. Starting materials: C1COCCO1, COC(=O)NC(C(=O)N1CC2(CC2)CC1c1ncc(-c2ccc(Br)cc2)[nH]1)C(C)C, CC(=O)[O-], COC(=O)NC(C(=O)N1CC2(CC2)CC1c1ncc(-c2ccc3cc(Br)ccc3c2)[nH]1)C(C)C, [K+], [K+], [K+], [K+], O=P([O-])([O-])[O-], Cl[Pd]Cl. Reaction SMILES: [CH2:78]1[O:79][CH2:80][CH2:81][O:82][CH2:83]1.[CH3:1][O:2][C:3]([NH:4][CH:5]([CH:6]([CH3:7])[CH3:8])[C:9](=[O:10])[N:11]1[CH2:12][C:13]2([CH2:14][CH2:15]2)[CH2:16][CH:17]1[c:18]1[nH:19][c:20](-[c:23]2[cH:24][cH:25][c:26]([Br:29])[cH:27][cH:28]2)[cH:21][n:22]1)=[O:30].[CH3:32][C:33](=[O:34])[O-:35].[CH3:36][O:37][C:38]([NH:39][CH:40]([CH:41]([CH3:42])[CH3:43])[C:44](=[O:45])[N:46]1[CH2:47][C:48]2([CH2:49][CH2:50]2)[CH2:51][CH:52]1[c:53]1[nH:54][c:55](-[c:58]2[cH:59][c:60]3[cH:61][cH:62][c:63]([Br:68])[cH:64][c:65]3[cH:66][cH:67]2)[cH:56][n:57]1)=[O:69].[K+:31].[K+:75].[K+:76].[K+:77].[P:70]([O-:71])([O-:72])([O-:73])=[O:74].[Pd:84]([Cl:85])[Cl:86]>>[CH3:1][O:2][C:3]([NH:4][CH:5]([CH:6]([CH3:7])[CH3:8])[C:9](=[O:10])[N:11]1[CH2:12][C:13]2([CH2:14][CH2:15]2)[CH2:16][CH:17]1[c:18]1[nH:19][c:20](-[c:23]2[cH:24][cH:25][c:26](-[c:63]3[cH:62][cH:61][c:60]4[cH:59][c:58](-[c:55]5[nH:54][c:53]([CH:52]6[N:46]([C:44]([CH:40]([NH:39][C:38]([O:37][CH3:36])=[O:69])[CH:41]([CH3:42])[CH3:43])=[O:45])[CH2:47][C:48]7([CH2:49][CH2:50]7)[CH2:51]6)[n:57][cH:56]5)[cH:67][cH:66][c:65]4[cH:64]3)[cH:27][cH:28]2)[cH:21][n:22]1)=[O:30]. The reactants are Cl.Cl.FC1=CC=C(C=C1)N1CCNCC1 (1-(4-fluorophenyl)piperazine dihydrochloride), ClC(C)C1=CC=C(C=C1)CNC(C)=O (N-(4-(1-chloroethyl)phenylmethyl)acetamide). The product is FC1=CC=C(C=C1)N1CCN(CC1)C(C)C1=CC=C(C=C1)CNC(C)=O (N-(4-(1-(4-(4-Fluorophenyl)piperazin-1-yl)ethyl)phenylmethyl)acetamide). As a reaction SMILES: Cl.Cl.[F:3][C:4]1[CH:9]=[CH:8][C:7]([N:10]2[CH2:15][CH2:14][NH:13][CH2:12][CH2:11]2)=[CH:6][CH:5]=1.Cl[CH:17]([C:19]1[CH:24]=[CH:23][C:22]([CH2:25][NH:26][C:27](=[O:29])[CH3:28])=[CH:21][CH:20]=1)[CH3:18]>>[F:3][C:4]1[CH:5]=[CH:6][C:7]([N:10]2[CH2:15][CH2:14][N:13]([CH:17]([C:19]3[CH:24]=[CH:23][C:22]([CH2:25][NH:26][C:27](=[O:29])[CH3:28])=[CH:21][CH:20]=3)[CH3:18])[CH2:12][CH2:11]2)=[CH:8][CH:9]=1 |f:0.1.2|. Procedure: By similar reaction and treatment to that in Example 1(5) using 1-(4-fluorophenyl)piperazine dihydrochloride instead of phenylpiperazine and N-(4-(1-chloroethyl)phenylmethyl)acetamide instead of N-(4-chloromethylphenylmethyl) acetamide, the title compound was obtained as white crystals, m.p.=128-130° C. Starting materials: C(C)[NH+](CC)CC (triethyl ammonium), C12(CC3CC(CC(C1)C3)C2)C(=O)OC(CS(=O)(=O)[O-])(C(F)(F)F)C(F)(F)F (2-(adamantane-1-carbonyloxy)-3,3,3-trifluoro-2-trifluoromethylpropane-1-sulfonate), C(C)(C)OC(C)C (diisopropyl ether), C1CCCS1=O (tetramethylene sulfoxide), FC(COC1=CC=CC2=CC=CC=C12)(F)F (1-(2,2,2-trifluoroethoxy)naphthalene). Solvent: O (water), C(Cl)Cl (methylene chloride), CS(=O)(=O)O.O=P12OP3(=O)OP(=O)(O1)OP(=O)(O2)O3 (Eaton's reagent), O (water). Reaction conditions: time 8 hour. Yields the product FC(COC1=CC=C(C2=CC=CC=C12)[S+]1CCCC1)(F)F (4-(2,2,2-trifluoroethoxy)-1-naphthyltetrahydrothiophenium), C12(CC3CC(CC(C1)C3)C2)C(=O)OC(CS(=O)(=O)[O-])(C(F)(F)F)C(F)(F)F (2-(adamantane-1-carbonyloxy)-3,3,3-trifluoro-2-trifluoromethylpropane-1-sulfonate). The yield is 93.0%. Reaction SMILES: [F:1][C:2]([F:16])([F:15])[CH2:3][O:4][C:5]1[C:14]2[C:9](=[CH:10][CH:11]=[CH:12][CH:13]=2)[CH:8]=[CH:7][CH:6]=1.[CH2:17]1[S:21](=O)[CH2:20][CH2:19][CH2:18]1.C(OC(C)C)(C)C.C([NH+](CC)CC)C.[C:37]12([C:47]([O:49][C:50]([C:60]([F:63])([F:62])[F:61])([C:56]([F:59])([F:58])[F:57])[CH2:51][S:52]([O-:55])(=[O:54])=[O:53])=[O:48])[CH2:46][CH:41]3[CH2:42][CH:43]([CH2:45][CH:39]([CH2:40]3)[CH2:38]1)[CH2:44]2>CS(O)(=O)=O.O=P12OP3(OP(OP(O3)(O1)=O)(=O)O2)=O.O.C(Cl)Cl>[F:1][C:2]([F:15])([F:16])[CH2:3][O:4][C:5]1[C:14]2[C:9](=[CH:10][CH:11]=[CH:12][CH:13]=2)[C:8]([S+:21]2[CH2:17][CH2:18][CH2:19][CH2:20]2)=[CH:7][CH:6]=1.[C:37]12([C:47]([O:49][C:50]([C:60]([F:63])([F:61])[F:62])([C:56]([F:57])([F:58])[F:59])[CH2:51][S:52]([O-:55])(=[O:53])=[O:54])=[O:48])[CH2:46][CH:41]3[CH2:42][CH:43]([CH2:45][CH:39]([CH2:40]3)[CH2:38]1)[CH2:44]2 |f:5.6|. Procedure: After 233 g of 1-(2,2,2-trifluoroethoxy)naphthalene synthesized in Synthesis Example 1-2 was dispersed in 462 g of Eaton's reagent (diphosphorus pentaoxide-methanesulfonic acid solution) available from Sigma-Aldrich Co., LLC, and 104 g of tetramethylene sulfoxide was added dropwise under ice-cooling and mixed. Aging was carried out at room temperature overnight, 700 g of water and 600 g of diisopropyl ether were added to the mixture under ice-cooling, and the aqueous layer was collected by separ...